This data is from the Open Reaction Database (ORD), a public repository of structured organic reaction records. The task is: describe an organic reaction: reactants, conditions, products, and yield Starting materials: C(C)(C)C=1C=NN2C1N=C(N=C2N(C2=CC=CC=C2)C)SC (8-isopropyl-4-(N-methyl-N-phenylamino)-2-(methylsulfanyl)pyrazolo[1,5-a]-1,3,5-triazine), BrC1=CC=C(CN)C=C1 (4-bromobenzylamine). Run in CCO (EtOH). Yields the product BrC1=CC=C(CNC2=NC(=NC=3N2N=CC3C(C)C)SC)C=C1 (4-(4-bromobenzylamino)-8-isopropyl-2-(methylsulfanyl)pyrazolo[1,5-a]-1,3,5-triazine). The yield is 75.0%. As a reaction SMILES: [CH:1]([C:4]1[CH:5]=[N:6][N:7]2[C:12](N(C)C3C=CC=CC=3)=[N:11][C:10]([S:21][CH3:22])=[N:9][C:8]=12)([CH3:3])[CH3:2].[Br:23][C:24]1[CH:31]=[CH:30][C:27]([CH2:28][NH2:29])=[CH:26][CH:25]=1>CCO>[Br:23][C:24]1[CH:31]=[CH:30][C:27]([CH2:28][NH:29][C:12]2[N:7]3[N:6]=[CH:5][C:4]([CH:1]([CH3:3])[CH3:2])=[C:8]3[N:9]=[C:10]([S:21][CH3:22])[N:11]=2)=[CH:26][CH:25]=1. Reported procedure: According to the same conditions resulting in the preparation of the compound IIa.2, the compound IIb.4 is prepared from 8-isopropyl-4-(N-methyl-N-phenylamino)-2-(methylsulfanyl)pyrazolo[1,5-a]-1,3,5-triazine and from 4-bromobenzylamine. Yield=75%. Mp=171-172° C. (EtOH). 1H NMR (300 MHz, CDCl3): δ 7.74 (s, 1H, Harom), 7.47 (d, 2H, J=8.3 Hz, Harom), 7.24 (d, 2H, J=8.3 Hz, Harom), 6.76 (bs, 1H, NH), 4.75 (d, 2H, J=6.0 Hz, CH2), 3.15 (hept, 1H, J=6.8 Hz, CH), 2.56 (s, 3H, CH3), 1.33 (d, 6H, J=6.8 H... Starting materials: [Cl-].[NH4+] (ammonium chloride), [H-].[Na+] (NaH), BrCC#CCC (1-bromo-2-pentyne), N1C(C=CC2=CC=CC=C12)=O (quinolinone). The solvent is CCCCCC (hexane), CN(C)C=O (DMF). Conditions: temperature 0 celsius. Product: ClC1=C2C=CC(N(C2=CC=C1)CC#CCC)=O (5-chloro-1-(2-pentyn-1-yl)-2-quinolinone). RXN SMILES: [H-].[Na+].[NH:3]1[C:12]2[C:7](=[CH:8][CH:9]=[CH:10][CH:11]=2)[CH:6]=[CH:5][C:4]1=[O:13].Br[CH2:15][C:16]#[C:17][CH2:18][CH3:19].[Cl-:20].[NH4+]>CN(C=O)C.CCCCCC>[Cl:20][C:8]1[CH:9]=[CH:10][CH:11]=[C:12]2[C:7]=1[CH:6]=[CH:5][C:4](=[O:13])[N:3]2[CH2:15][C:16]#[C:17][CH2:18][CH3:19] |f:0.1,4.5|. Procedure: To a suspension of NaH (60% in mineral oil, 700 mg) in dry DMF (100 ml) at 0° C. was added the preceding quinolinone (2.05 g) and the mixture was stirred at 0° C. for one half hour. To the resulting suspension was added 1-bromo-2-pentyne (1.6 g) dropwise. The resulting mixture was kept at 0° C. for one half hour and poured into saturated aqueous ammonium chloride (200 ml). The aqueous suspension was extracted with ether (3×100 ml), the combined ether layers washed with brine and dried, yielding ... Starting materials: BrC=1C=NC=CC1 (3-bromopyridine), C(CCC)[Li] (n-butyllithium), COC1=C(CBr)C(=C(C(=C1C)C)OC)C (2,5-dimethoxy-3,4,6-trimethylbenzyl bromide). Run in C(C)OCC (ethyl ether), C(C)OCC (ethyl ether), O (water). Product: COC1=C(CC=2C=NC=CC2)C(=C(C(=C1C)C)OC)C (3-(2,5-dimethoxy- 3,4,6-trimethylbenzyl)pyridine). Isolated yield 85.7%. As a reaction SMILES: Br[C:2]1[CH:3]=[N:4][CH:5]=[CH:6][CH:7]=1.C([Li])CCC.[CH3:13][O:14][C:15]1[C:22]([CH3:23])=[C:21]([CH3:24])[C:20]([O:25][CH3:26])=[C:19]([CH3:27])[C:16]=1[CH2:17]Br>C(OCC)C.O>[CH3:26][O:25][C:20]1[C:21]([CH3:24])=[C:22]([CH3:23])[C:15]([O:14][CH3:13])=[C:16]([CH3:17])[C:19]=1[CH2:27][C:2]1[CH:3]=[N:4][CH:5]=[CH:6][CH:7]=1. Procedure: A solution of 15.5 g (98.1 mmol) of 3-bromopyridine in 200 ml of ethyl ether was cooled to -78° C., to which 61.3 ml (98.1 mmol) of n-butyllithium (1.6M hexane solution) was added dropwise. For 20 minutes after completion of the addition, the mixture was stirred at the same temperature, and then a solution of 26.8 g (98.1 mmol) of 2,5-dimethoxy-3,4,6-trimethylbenzyl bromide in 100 ml of ethyl ether was added dropwise. After stirring at -78° C. to room temperature for 1 hour, the reaction mixture... Starting materials: C1(=CC=CC=C1)C=1C(=CNC1)C#N (4-phenyl-1H-pyrrole-3-carbonitrile), C(C)OC(C1=C(C=CC(=C1)Br)OCOC)=O (5-bromo-2-methoxymethoxy-benzoic acid ethyl ester), C([O-])([O-])=O.[Cs+].[Cs+] (cesium carbonate). Reagents/catalysts: [Cu](I)I (copper iodide). Run in CS(=O)C (dimethylsulfoxide). Conditions: temperature 75 celsius, time 12 hour. The product is C(C)OC(C1=C(C=CC(=C1)N1C=C(C(=C1)C1=CC=CC=C1)C#N)OCOC)=O (5-(3-Cyano-4-phenylpyrrole-1-yl)-2-methoxymethoxy-benzoic acid ethyl ester). Isolated yield 60.3%. As a reaction SMILES: [C:1]1([C:7]2[C:8]([C:12]#[N:13])=[CH:9][NH:10][CH:11]=2)[CH:6]=[CH:5][CH:4]=[CH:3][CH:2]=1.[CH2:14]([O:16][C:17](=[O:29])[C:18]1[CH:23]=[C:22](Br)[CH:21]=[CH:20][C:19]=1[O:25][CH2:26][O:27][CH3:28])[CH3:15].C(=O)([O-])[O-].[Cs+].[Cs+]>[Cu](I)I.CS(C)=O>[CH2:14]([O:16][C:17](=[O:29])[C:18]1[CH:23]=[C:22]([N:10]2[CH:11]=[C:7]([C:1]3[CH:2]=[CH:3][CH:4]=[CH:5][CH:6]=3)[C:8]([C:12]#[N:13])=[CH:9]2)[CH:21]=[CH:20][C:19]=1[O:25][CH2:26][O:27][CH3:28])[CH3:15] |f:2.3.4|. Procedure details: A mixture of 4-phenyl-1H-pyrrole-3-carbonitrile (0.2 g), 5-bromo-2-methoxymethoxy-benzoic acid ethyl ester (0.36 g), copper iodide (0.023 g), N,N-dimethylgrycine (0.025 g), cesium carbonate (0.39 g) and dimethylsulfoxide (3 mL) was stirred at 75° C. for 12 hours. After cooling to ambient temperature, the insoluble material was removed by filtration through Celite pad, and this filtrate was concentrated. This obtained residue was purified by column chromatography on silica gel (eluent: ethyl acet... Reagents/catalysts: [Cu]I (CuI). Solvent: C(C)(C)O (isopropanol). Procedure details: To a 250 mL round flask was added 2-chloro-5-iodo-4-aminopyridine (5.0 g, 19.6 mmol), thiophenol (2.16 g, 19.6 mmol), CuI (0.187 g, 0.98 mmol), ethylene glycol (2.5 g, 39 mmol), potassium carbonate (5.4 g, 39 mmol), and 150 mL of isopropanol. The reaction was heated to reflux and stirred under a nitrogen atmosphere for 24 h. After cooling, the mixture was purified by a silica gel column. Yield (97%) of 2-chloro-3-phenylthio-4-aminopyridine was 4.5 g. RXN SMILES: [Cl:1][C:2]1[CH:7]=[C:6]([NH2:8])[C:5](I)=[CH:4][N:3]=1.[C:10]1([SH:16])[CH:15]=[CH:14][CH:13]=[CH:12][CH:11]=1.C(O)CO.C(=O)([O-])[O-].[K+].[K+]>[Cu]I.C(O)(C)C>[Cl:1][C:2]1[C:7]([S:16][C:10]2[CH:15]=[CH:14][CH:13]=[CH:12][CH:11]=2)=[C:6]([NH2:8])[CH:5]=[CH:4][N:3]=1 |f:3.4.5|. Yield: 97.0%. The reactants are ClC1=NC=C(C(=C1)N)I (2-chloro-5-iodo-4-aminopyridine), C1(=CC=CC=C1)S (thiophenol), C(CO)O (ethylene glycol), C([O-])([O-])=O.[K+].[K+] (potassium carbonate). Yields the product ClC1=NC=CC(=C1SC1=CC=CC=C1)N (2-chloro-3-phenylthio-4-aminopyridine). Conditions: time 24 hour.